From a dataset of the Open Reaction Database (ORD), a public repository of structured organic reaction records. describe an organic reaction: reactants, conditions, products, and yield Starting materials: O=C(Cl)c1ccccc1, NS(=O)(=O)c1ccccc1NC(=O)c1cccc(OCc2ccccc2)c1, CC(C)(C)[O-], [Cl-], [K+], [NH4+], C1CCOC1. The product is O=C(Nc1ccccc1S(=O)(=O)NC(=O)c1ccccc1)c1cccc(OCc2ccccc2)c1. As a reaction SMILES: [C:34]([c:35]1[cH:36][cH:37][cH:38][cH:39][cH:40]1)(=[O:41])[Cl:42].[CH2:7]([c:8]1[cH:9][cH:10][cH:11][cH:12][cH:13]1)[O:14][c:15]1[cH:16][c:17]([C:18](=[O:19])[NH:20][c:21]2[c:22]([S:27](=[O:28])(=[O:29])[NH2:30])[cH:23][cH:24][cH:25][cH:26]2)[cH:31][cH:32][cH:33]1.[CH3:1][C:2]([CH3:3])([O-:4])[CH3:5].[Cl-:43].[K+:6].[NH4+:44].[O:45]1[CH2:46][CH2:47][CH2:48][CH2:49]1>>[CH2:7]([c:8]1[cH:9][cH:10][cH:11][cH:12][cH:13]1)[O:14][c:15]1[cH:16][c:17]([C:18](=[O:19])[NH:20][c:21]2[c:22]([S:27](=[O:28])(=[O:29])[NH:30][C:34]([c:35]3[cH:36][cH:37][cH:38][cH:39][cH:40]3)=[O:41])[cH:23][cH:24][cH:25][cH:26]2)[cH:31][cH:32][cH:33]1. The reactants are C([C@@H](O)C1=CC=CC=C1)(=O)O.C[C@@H]1CNCCC1 ((3S)-3-methylpiperidin(S)-(+)-mandelate), BrCCCO (3-bromo-1-propanol), C([O-])([O-])=O.[K+].[K+] (potassium carbonate). The solvent is C1CCOC1 (THF). The product is C[C@@H]1CN(CCC1)CCCO (3-[(3S)-3-methylpiperidin-1-yl]propan-1-ol). Isolated yield 77.2%. Reaction SMILES: C(O)(=O)[C@H:2]([C:4]1C=CC=C[CH:5]=1)[OH:3].[CH3:12][C@H:13]1[CH2:18][CH2:17][CH2:16][NH:15][CH2:14]1.BrCCCO.C(=O)([O-])[O-].[K+].[K+]>C1COCC1>[CH3:12][C@H:13]1[CH2:18][CH2:17][CH2:16][N:15]([CH2:5][CH2:4][CH2:2][OH:3])[CH2:14]1 |f:0.1,3.4.5|. Procedure details: (3S)-3-methylpiperidin(S)-(+)-mandelate (19.9 g, 79.1 mmol), 3-bromo-1-propanol (10 g, 71.9 mmol) and potassium carbonate (14.9 g, 108 mmol) were mixed in THF (200 mL), and heated under reflux for 30 hours. The insoluble matter was separated by filtration, the filtrate was concentrated, and ethyl acetate and hexane were added to the residue. The resulting insoluble matter was separated by filtration, the filtrate was concentrated and evaporated under reduced pressure to obtain the intended produ... Reactants: BrC1=CC=CC(=N1)CN1N=NC(=C1)C(=O)OC (methyl 1-[(6-bromopyridin-2-yl)methyl]-1H-1,2,3-triazole-4-carboxylate), [OH-].[K+] (potassium hydroxide). Yields the product BrC1=CC=CC(=N1)CN1N=NC(=C1)C(=O)[O-].[K+] (Potassium 1-[(6-bromopyridin-2-yl)methyl]-1H-1,2,3-triazole-4-carboxylate). The solvent is O1CCCC1 (tetrahydrofuran), CO (methanol). Conditions: time 3 hour. Reaction SMILES: [Br:1][C:2]1[N:7]=[C:6]([CH2:8][N:9]2[CH:13]=[C:12]([C:14]([O:16]C)=[O:15])[N:11]=[N:10]2)[CH:5]=[CH:4][CH:3]=1.[OH-].[K+:19]>O1CCCC1.CO>[Br:1][C:2]1[N:7]=[C:6]([CH2:8][N:9]2[CH:13]=[C:12]([C:14]([O-:16])=[O:15])[N:11]=[N:10]2)[CH:5]=[CH:4][CH:3]=1.[K+:19] |f:1.2,5.6|. Reported procedure: To a solution of methyl 1-[(6-bromopyridin-2-yl)methyl]-1H-1,2,3-triazole-4-carboxylate (840 mg, 2.83 mmol) in tetrahydrofuran (6.0 mL) and methanol (3.0 mL) was added 1 M aqueous potassium hydroxide (3.11 mL, 3.11 mmol). The solution was stirred at room temperature for 3 h, during which time it became a white slurry. The solvent was evaporated to afford the title salt as a colorless solid that was carried forward without purification. LRMS (APCI) calc'd for C9H8BrN4O2 [M+H]+: 283, Found: 283. The reactants are Br, CO, [K+], Nc1cc(-c2ncon2)nn1-c1c(Cl)cc(C(F)(F)F)cc1Cl, O, N#C[S-]. The product is N#CSc1c(-c2ncon2)nn(-c2c(Cl)cc(C(F)(F)F)cc2Cl)c1N. Reaction SMILES: [Br:5].[CH3:30][OH:31].[K+:1].[NH2:6][c:7]1[cH:8][c:9](-[c:24]2[n:25][o:26][cH:27][n:28]2)[n:10][n:11]1-[c:12]1[c:13]([Cl:23])[cH:14][c:15]([C:19]([F:20])([F:21])[F:22])[cH:16][c:17]1[Cl:18].[OH2:29].[S-:2][C:3]#[N:4]>>[S:2]([C:3]#[N:4])[c:8]1[c:7]([NH2:6])[n:11](-[c:12]2[c:13]([Cl:23])[cH:14][c:15]([C:19]([F:20])([F:21])[F:22])[cH:16][c:17]2[Cl:18])[n:10][c:9]1-[c:24]1[n:25][o:26][cH:27][n:28]1. The reactants are CCC(C)(C)NNC(N)=O, CO, Cl, O=N[O-], [Na+], O. Product: CCC(C)(C)N(N=O)NC(N)=O. As a reaction SMILES: [C:1]([CH3:2])([CH3:3])([CH2:4][CH3:5])[NH:6][NH:7][C:8](=[O:9])[NH2:10].[CH3:17][OH:18].[ClH:15].[N:11](=[O:12])[O-:13].[Na+:14].[OH2:16]>>[C:1]([CH3:2])([CH3:3])([CH2:4][CH3:5])[N:6]([NH:7][C:8](=[O:9])[NH2:10])[N:11]=[O:12]. Reactants: C(C1=CC=CC=C1)OC1=CC(N(C=C1)C=1C=CC=2N(C1)C(=C(N2)C)C)=O (4-(benzyloxy)-1-(2,3-dimethylimidazo[1,2-a]pyridin-6-yl)pyridin-2(1H)-one), C1(=CC=CC=C1)OC (anisole). Run in C(=O)(C(F)(F)F)O (TFA). Run at temperature 130 celsius. Product: CC=1N=C2N(C=C(C=C2)N2C(C=C(C=C2)O)=O)C1C (1-(2,3-Dimethylimidazo[1,2-a]pyridin-6-yl)-4-hydroxypyridin-2(1H)-one). The yield is 83.9%. RXN SMILES: C([O:8][C:9]1[CH:14]=[CH:13][N:12]([C:15]2[CH:16]=[CH:17][C:18]3[N:19]([C:21]([CH3:25])=[C:22]([CH3:24])[N:23]=3)[CH:20]=2)[C:11](=[O:26])[CH:10]=1)C1C=CC=CC=1.C1(OC)C=CC=CC=1>C(O)(C(F)(F)F)=O>[CH3:24][C:22]1[N:23]=[C:18]2[CH:17]=[CH:16][C:15]([N:12]3[CH:13]=[CH:14][C:9]([OH:8])=[CH:10][C:11]3=[O:26])=[CH:20][N:19]2[C:21]=1[CH3:25]. Reported procedure: To a stirred solution of 4-(benzyloxy)-1-(2,3-dimethylimidazo[1,2-a]pyridin-6-yl)pyridin-2(1H)-one (500 mg) in TFA (21 ml) was added anisole (7 ml), and the reaction mixture was heated at 130° C. for 4 h. The mixture was concentrated in vacuo to afford the title compound (310 mg) as a white solid. The reactants are C(O)([O-])=O.[Na+] (sodium hydrogen carbonate), C(#C)C=1C=NC2=CC=C(C=C2C1)OC(C(=O)O)SC ((3-Ethynyl-quinolin-6-yloxy)-methylsulfanyl-acetic acid), C(C)(C)(C)N (N-tert-Butyl amine), Cl.CN(CCCN=C=NCC)C (N-(3-dimethylaminopropyl)-N′-ethylcarbodiimide hydrochloride). Reagents/catalysts: ON1N=NC2=C1N=CC=C2 (1-hydroxy-7-azabenzotriazole). Solvent: CN(C=O)C (N,N-dimethylformamide), C(C)N(CC)CC (triethylamine), C(C)(=O)OCC (ethyl acetate). Yields the product C(C)(C)(C)NC(C(SC)OC=1C=C2C=C(C=NC2=CC1)C#C)=O (N-tert-Butyl-2-(3-ethynyl-quinolin-6-yloxy)-2-methylsulfanyl-acetamide). RXN SMILES: [C:1]([C:3]1[CH:4]=[N:5][C:6]2[C:11]([CH:12]=1)=[CH:10][C:9]([O:13][CH:14]([S:18][CH3:19])[C:15]([OH:17])=O)=[CH:8][CH:7]=2)#[CH:2].[C:20]([NH2:24])([CH3:23])([CH3:22])[CH3:21].Cl.CN(C)CCCN=C=NCC.C(=O)([O-])O.[Na+]>CN(C)C=O.C(OCC)(=O)C.ON1C2N=CC=CC=2N=N1.C(N(CC)CC)C>[C:20]([NH:24][C:15](=[O:17])[CH:14]([O:13][C:9]1[CH:10]=[C:11]2[C:6](=[CH:7][CH:8]=1)[N:5]=[CH:4][C:3]([C:1]#[CH:2])=[CH:12]2)[S:18][CH3:19])([CH3:23])([CH3:22])[CH3:21] |f:2.3,4.5|. Reported procedure: (3-Ethynyl-quinolin-6-yloxy)-methylsulfanyl-acetic acid (1.1 g), N-tert-Butyl amine (0.467 ml), 1-hydroxy-7-azabenzotriazole (HOAT) (0.602 mg), N-(3-dimethylaminopropyl)-N′-ethylcarbodiimide hydrochloride (EDCl) (849 mg) and triethylamine (0.84 ml) in dry N,N-dimethylformamide (20 ml) were stirred at ambient temperature for 16 hours. The reaction mixture was diluted with ethyl acetate and poured on 60 ml aq. sat. sodium hydrogen carbonate. The water phase was extracted with 3×150 ml ethyl acetat...